From a dataset of the Open Reaction Database (ORD), a public repository of structured organic reaction records. describe an organic reaction: reactants, conditions, products, and yield The reactants are COC(=O)C1=C(C2=C(C=N1)C(=CS2)C2=CC=C(C=C2)F)O (3-(4-fluoro-phenyl)-7-hydroxy-thieno[3,2-c]pyridine-6-carboxylic acid methyl ester), BrN1C(CCC1=O)=O (N-bromosuccinimide), C(C1=CC=CC=C1)(=O)OOC(C1=CC=CC=C1)=O (benzoyl peroxide). The solvent is C(Cl)(Cl)(Cl)Cl (carbon tetrachloride). The product is COC(=O)C1=C(C2=C(C(=N1)Br)C(=CS2)C2=CC=C(C=C2)F)O (4-Bromo-3-(4-fluoro-phenyl)-7-hydroxy-thieno[3,2-c]pyridine-6-carboxylic acid methyl ester). The yield is 61.8%. RXN SMILES: [CH3:1][O:2][C:3]([C:5]1[N:10]=[CH:9][C:8]2[C:11]([C:14]3[CH:19]=[CH:18][C:17]([F:20])=[CH:16][CH:15]=3)=[CH:12][S:13][C:7]=2[C:6]=1[OH:21])=[O:4].[Br:22]N1C(=O)CCC1=O.C(OOC(=O)C1C=CC=CC=1)(=O)C1C=CC=CC=1>C(Cl)(Cl)(Cl)Cl>[CH3:1][O:2][C:3]([C:5]1[N:10]=[C:9]([Br:22])[C:8]2[C:11]([C:14]3[CH:19]=[CH:18][C:17]([F:20])=[CH:16][CH:15]=3)=[CH:12][S:13][C:7]=2[C:6]=1[OH:21])=[O:4]. Reported procedure: A suspension of 3-(4-fluoro-phenyl)-7-hydroxy-thieno[3,2-c]pyridine-6-carboxylic acid methyl ester (100 mg, 0.33 mmol), example 31-f, N-bromosuccinimide (61.6 mg, 0.346 mmol), and benzoyl peroxide (8.0 mg, 0.033 mmol) in 0.83 mL of carbon tetrachloride was heated at reflux temperature for 5 hours. The reaction mixture was washed successively with saturated sodium bicarbonate, brine, saturated ammonium chloride solution, and brine. The organic solution was dried, filtered, and concentrated. The c... The reactants are ClN1CC2=CC=CC=C2C=C1 (2-chloroisoquinoline), N1CCNCC1 (piperazine). Run in C1(=CC=CC=C1)C (toluene), C1(=CC=CC=C1)C (toluene). Reaction conditions: temperature 0 celsius. Yields the product C1(=NC=CC2=CC=CC=C12)N1CCNCC1 (1-(Isoquinolin-1-yl)piperazine). Yield: 105.6%. Reaction SMILES: Cl[N:2]1[CH:11]=[CH:10][C:9]2[C:4](=[CH:5][CH:6]=[CH:7][CH:8]=2)[CH2:3]1.[NH:12]1[CH2:17][CH2:16][NH:15][CH2:14][CH2:13]1>C1(C)C=CC=CC=1>[C:3]1([N:12]2[CH2:17][CH2:16][NH:15][CH2:14][CH2:13]2)[C:4]2[C:9](=[CH:8][CH:7]=[CH:6][CH:5]=2)[CH:10]=[CH:11][N:2]=1. Procedure details: A solution of 2-chloroisoquinoline (5 g) in 20 mL of toluene is added dropwise to a refluxing solution of piperazine (20 g) in 150 mL of toluene. The solution is heated for an additional 48 h. After cooling to 0° C. for 0.5 h, the solution is filtered. The filtrate is then extracted with 10% acetic acid. The aqueous extracts are washed with ether, basified and subsequently extracted with dichloromethane. The dichloromethane layer is finally washed with water, dried and concentrated. The material... Reactants: BrC1=CC=CC(=N1)C1=NC(=CC=C1)C1=C(C=CC(=C1)OC)O (6-bromo-6′-(2-hydroxy-5-methoxyphenyl)-2,2′-bipyridine), C(CCCCC)C=1C(=C(C=CC1)B(O)O)O (3-hexyl-2-hydroxyphenylboronic acid). The product is C(CCCCC)C=1C(=C(C=CC1)C1=CC=CC(=N1)C1=NC(=CC=C1)C1=C(C=CC(=C1)OC)O)O (6-(3-Hexyl-2-hydroxyphenyl)-6′-(2-hydroxy-5-methoxyphenyl)-2,2′-bipyridine). The yield is 57.0%. As a reaction SMILES: Br[C:2]1[N:7]=[C:6]([C:8]2[CH:13]=[CH:12][CH:11]=[C:10]([C:14]3[CH:19]=[C:18]([O:20][CH3:21])[CH:17]=[CH:16][C:15]=3[OH:22])[N:9]=2)[CH:5]=[CH:4][CH:3]=1.[CH2:23]([C:29]1[C:30]([OH:38])=[C:31](B(O)O)[CH:32]=[CH:33][CH:34]=1)[CH2:24][CH2:25][CH2:26][CH2:27][CH3:28]>>[CH2:23]([C:29]1[C:30]([OH:38])=[C:31]([C:2]2[N:7]=[C:6]([C:8]3[CH:13]=[CH:12][CH:11]=[C:10]([C:14]4[CH:19]=[C:18]([O:20][CH3:21])[CH:17]=[CH:16][C:15]=4[OH:22])[N:9]=3)[CH:5]=[CH:4][CH:3]=2)[CH:32]=[CH:33][CH:34]=1)[CH2:24][CH2:25][CH2:26][CH2:27][CH3:28]. Reported procedure: 6-(3-Hexyl-2-hydroxyphenyl)-6′-(2-hydroxy-5-methoxyphenyl)-2,2′-bipyridine was prepared from 6-bromo-6′-(2-hydroxy-5-methoxyphenyl)-2,2′-bipyridine and 3-hexyl-2-hydroxyphenylboronic acid in 57% yield using method F; δH [2H6]-DMSO 12.40,(1H, s), 8.36,(2H, m), 8.25,(2H, t), 8.18,(1H, d), 8.09,(1H, d), 7.96,(1H, d), 7.65,(1H, s), 7.25,(1H, d), 6.99,(1H, d), 6.96-6.8,(2H, m), 3.81,(3H, s), 2.67,(2H, t), 1.60,(2H, m), 1.42-1.25,(6H, m), 0.88,(3H, t); MS 455 (MH)+; HPLC retention time (system 1) 4.96... The reactants are C1(=CC=CC=C1)C=1N=C(NC1C1=CC=CC=C1)S (4,5-diphenyl-2-mercapto-1H-imidazole), ClCCOCCCl (chloroethyl ether), C([O-])([O-])=O.[K+].[K+] (potassium carbonate), O (water). Reagents/catalysts: [I-].C(CCC)[N+](CCCC)(CCCC)CCCC (tetra-n-butylammonium iodide). Run in O1CCCC1 (tetrahydrofuran). Yields the product C1(=CC=CC=C1)C=1N=C(NC1C1=CC=CC=C1)SCCOCCSC=1NC(=C(N1)C1=CC=CC=C1)C1=CC=CC=C1 (bis[2-(4,5-diphenyl-1H-imidazol-2-ylthio)ethyl]-ether). As a reaction SMILES: [C:1]1([C:7]2[N:8]=[C:9]([SH:18])[NH:10][C:11]=2[C:12]2[CH:17]=[CH:16][CH:15]=[CH:14][CH:13]=2)[CH:6]=[CH:5][CH:4]=[CH:3][CH:2]=1.Cl[CH2:20][CH2:21][O:22][CH2:23][CH2:24]Cl.C(=O)([O-])[O-].[K+].[K+].O>[I-].C([N+](CCCC)(CCCC)CCCC)CCC.O1CCCC1>[C:1]1([C:7]2[N:8]=[C:9]([S:18][CH2:20][CH2:21][O:22][CH2:23][CH2:24][S:18][C:9]3[NH:10][C:11]([C:12]4[CH:13]=[CH:14][CH:15]=[CH:16][CH:17]=4)=[C:7]([C:1]4[CH:6]=[CH:5][CH:4]=[CH:3][CH:2]=4)[N:8]=3)[NH:10][C:11]=2[C:12]2[CH:13]=[CH:14][CH:15]=[CH:16][CH:17]=2)[CH:2]=[CH:3][CH:4]=[CH:5][CH:6]=1 |f:2.3.4,6.7|. Procedure: A solution of 4,5-diphenyl-2-mercapto-1H-imidazole (2.63 g, 10.44 mmol), chloroethyl ether (0.6 mL, 5.22 mmol), potassium carbonate (1.59 g, 11.5 mmol) and tetra-n-butylammonium iodide (0.39 g, 1.04 mmol) in tetrahydrofuran (20 mL) was heated to reflux for 14 hours. The solution was cooled, then poured into water (100 mL). This was extracted with methylene chloride (2×100 mL), and the extracts were combined, dried over anhydrous magnesium sulfate, filtered and evaporated. The residue was separat... Run at temperature 100 celsius, time 6 hour. Run in CN(C)C=O (DMF), O (water). Isolated yield 33.2%. Procedure details: A mixture of 1-phenyl-5-propyl-1H-pyrazole-4-carboxylic acid (5-bromo-6-cyanomethoxy-naphthalen-2-ylmethyl)-methyl-amide (0.30 g, 0.58 mmol), prepared in the previous step, sodium azide (0.113 g, 1.74 mmol) and ammonium chloride (0.093 g, 1.74 mmol) in 10 mL of DMF was stirred under nitrogen at 100° C. for 6 h. By TLC the reaction was not complete. Sodium azide (0.113 g, 1.74 mmol) and ammonium chloride (0.093 g, 1.74 mmol) were added and the reaction was stirred under nitrogen at 100° C. for 6.... Starting materials: [N-]=[N+]=[N-].[Na+] (sodium azide), [Cl-].[NH4+] (ammonium chloride), BrC1=C2C=CC(=CC2=CC=C1OCC#N)CN(C(=O)C=1C=NN(C1CCC)C1=CC=CC=C1)C (1-phenyl-5-propyl-1H-pyrazole-4-carboxylic acid (5-bromo-6-cyanomethoxy-naphthalen-2-ylmethyl)-methyl-amide), [N-]=[N+]=[N-].[Na+] (Sodium azide), [Cl-].[NH4+] (ammonium chloride), [OH-].[Na+] (NaOH). As a reaction SMILES: [Br:1][C:2]1[C:11]([O:12][CH2:13][C:14]#[N:15])=[CH:10][CH:9]=[C:8]2[C:3]=1[CH:4]=[CH:5][C:6]([CH2:16][N:17]([CH3:34])[C:18]([C:20]1[CH:21]=[N:22][N:23]([C:28]3[CH:33]=[CH:32][CH:31]=[CH:30][CH:29]=3)[C:24]=1[CH2:25][CH2:26][CH3:27])=[O:19])=[CH:7]2.[N-:35]=[N+:36]=[N-:37].[Na+].[Cl-].[NH4+].[OH-].[Na+]>CN(C=O)C.O>[Br:1][C:2]1[C:11]([O:12][CH2:13][C:14]2[NH:37][N:36]=[N:35][N:15]=2)=[CH:10][CH:9]=[C:8]2[C:3]=1[CH:4]=[CH:5][C:6]([CH2:16][N:17]([CH3:34])[C:18]([C:20]1[CH:21]=[N:22][N:23]([C:28]3[CH:29]=[CH:30][CH:31]=[CH:32][CH:33]=3)[C:24]=1[CH2:25][CH2:26][CH3:27])=[O:19])=[CH:7]2 |f:1.2,3.4,5.6|. Yields the product BrC1=C2C=CC(=CC2=CC=C1OCC1=NN=NN1)CN(C(=O)C=1C=NN(C1CCC)C1=CC=CC=C1)C (1-Phenyl-5-propyl-1H-pyrazole-4-carboxylic acid [5-bromo-6-(1H-tetrazol-5-ylmethoxy)-naphthalen-2-ylmethyl]-methyl-amide). The reactants are CC(C)=O, Nc1nc(Cl)c(Cl)nc1C(O)c1nccs1. Yields the product Nc1nc(Cl)c(Cl)nc1C(=O)c1nccs1. Reaction SMILES: [CH3:17][C:18](=[O:19])[CH3:20].[NH2:1][c:2]1[n:3][c:4]([Cl:16])[c:5]([Cl:15])[n:6][c:7]1[CH:8]([c:9]1[s:10][cH:11][cH:12][n:13]1)[OH:14]>>[NH2:1][c:2]1[n:3][c:4]([Cl:16])[c:5]([Cl:15])[n:6][c:7]1[C:8]([c:9]1[s:10][cH:11][cH:12][n:13]1)=[O:14]. Starting materials: C(=O)(O)CN1CCN(CCN(CCNCC1)CC(=O)O)CC(=O)O (1,4,7-tris(carboxymethyl)-1,4,7,10-tetraazacyclododecane), Cl (HCl), [OH-].C(C1=CC=CC=C1)[N+](C)(C)C (benzyltrimethylammonium hydroxide), ClCC(=O)N (α-chloroacetamide). Run in O (water). Run at temperature 80 celsius. Yields the product C(=O)(O)CN1CCN(CCN(CCN(CC1)CC(N)=O)CC(=O)O)CC(=O)O (1,4,7-tris(carboxymethyl)-10-carbamoylmethyl 1,4,7,10-tetraazacyclododecane). The yield is 94.4%. RXN SMILES: [C:1]([CH2:4][N:5]1[CH2:16][CH2:15][NH:14][CH2:13][CH2:12][N:11]([CH2:17][C:18]([OH:20])=[O:19])[CH2:10][CH2:9][N:8]([CH2:21][C:22]([OH:24])=[O:23])[CH2:7][CH2:6]1)([OH:3])=[O:2].[OH-].C([N+](C)(C)C)C1C=CC=CC=1.Cl[CH2:38][C:39]([NH2:41])=[O:40].Cl>O>[C:1]([CH2:4][N:5]1[CH2:16][CH2:15][N:14]([CH2:38][C:39](=[O:40])[NH2:41])[CH2:13][CH2:12][N:11]([CH2:17][C:18]([OH:20])=[O:19])[CH2:10][CH2:9][N:8]([CH2:21][C:22]([OH:24])=[O:23])[CH2:7][CH2:6]1)([OH:3])=[O:2] |f:1.2|. Procedure: The pH of a solution of 1.40 g of 1,4,7-tris(carboxymethyl)-1,4,7,10-tetraazacyclododecane in about 4 ml water was adjusted to 9.5 using 40% aqueous benzyltrimethylammonium hydroxide. To the resulting solution was added 412 mg α-chloroacetamide. The temperature was increased to 80° C. and base was added as necessary to maintain the pH at 9.5-10. After 3 hours the solution was cooled to room temperature and acidified to pH 3 with concentrated HCl. The resulting solution was evaporated under reduc... Reactants: C1CC(=O)N(C1=O)I (NIS), ClC1=CC=C(C(C(=O)O)=C1)O (5-Chlorosalicylic acid), C(C)(=O)OCC (ethyl acetate). Solvent: CN(C)C=O (DMF). Conditions: temperature 60 celsius, time 20 hour. Yields the product ClC1=CC(=C(C(C(=O)O)=C1)O)I (5-chloro-3-iodosalicylic acid). As a reaction SMILES: [Cl:1][C:2]1[CH:10]=[C:6]([C:7]([OH:9])=[O:8])[C:5]([OH:11])=[CH:4][CH:3]=1.C1C(=O)N([I:19])C(=O)C1.C(OCC)(=O)C>CN(C=O)C>[Cl:1][C:2]1[CH:10]=[C:6]([C:7]([OH:9])=[O:8])[C:5]([OH:11])=[C:4]([I:19])[CH:3]=1. Procedure details: 5-Chlorosalicylic acid (20 g, 115.8 mmol) is dissolved in DMF (100 mL). To this solution is added NIS (26.1 g, 116.0 mmol) which causes the reaction to warm up to 60° C. The reaction is stirred at room temperature for 20 hours. At this point ethyl acetate (100 mL) is added and the solution washed with 0.1N HCl (100 mL). The organic phase is then washed with water (3×100 mL), dried with sodium sulfate and evaporated under reduced pressure to yield 5-chloro-3-iodosalicylic acid as off-white solid....